Dataset: the Open Reaction Database (ORD), a public repository of structured organic reaction records. Task: describe an organic reaction: reactants, conditions, products, and yield Reactants: C([O-])([O-])=O.[K+].[K+] (potassium carbonate), N1CCCC1 (pyrrolidine), C(C1=CC=CC=C1)N([C@@H]1CC[C@H](CC1)OCCCO)CC1=CC=CC=C1 (3-{[trans-4-(dibenzylamino)cyclohexyl]oxy}propan-1-ol), S(=O)(=O)(C1=CC=C(C)C=C1)Cl (tosyl chloride). The solvent is CN(C=O)C (N,N-dimethylformamide), O (water), C(C)(=O)OCC (ethyl acetate), N1=CC=CC=C1 (pyridine). Reaction conditions: time 1 hour. Product: C(C1=CC=CC=C1)N([C@@H]1CC[C@H](CC1)OCCCN1CCCC1)CC1=CC=CC=C1 (trans-N,N-dibenzyl-4-[3-(pyrrolidin-1-yl)propoxy]cyclohexanamine). Reaction SMILES: [CH2:1]([N:8]([CH2:20][C:21]1[CH:26]=[CH:25][CH:24]=[CH:23][CH:22]=1)[C@H:9]1[CH2:14][CH2:13][C@H:12]([O:15][CH2:16][CH2:17][CH2:18]O)[CH2:11][CH2:10]1)[C:2]1[CH:7]=[CH:6][CH:5]=[CH:4][CH:3]=1.S(Cl)(C1C=CC(C)=CC=1)(=O)=O.C(=O)([O-])[O-].[K+].[K+].[NH:44]1[CH2:48][CH2:47][CH2:46][CH2:45]1>O.C(OCC)(=O)C.CN(C)C=O.N1C=CC=CC=1>[CH2:20]([N:8]([CH2:1][C:2]1[CH:7]=[CH:6][CH:5]=[CH:4][CH:3]=1)[C@H:9]1[CH2:10][CH2:11][C@H:12]([O:15][CH2:16][CH2:17][CH2:18][N:44]2[CH2:48][CH2:47][CH2:46][CH2:45]2)[CH2:13][CH2:14]1)[C:21]1[CH:26]=[CH:25][CH:24]=[CH:23][CH:22]=1 |f:2.3.4|. Procedure: To 3-{[trans-4-(dibenzylamino)cyclohexyl]oxy}propan-1-ol (110 mg) were added tosyl chloride (60 mg) and pyridine (51 μL) under ice-cooling, followed by stirring at room temperature for 1 hour. To the reaction mixture were added N,N-dimethylformamide (1.1 mL), potassium carbonate (43 mg), and pyrrolidine (26 μL), followed by stirring at room temperature overnight. The reaction mixture were added ethyl acetate and water, and the organic layer was extracted, washed with saturated brine, and then dr... Starting materials: ClCCl, O=[Cr](=O)([O-])Cl, CC(=O)NCCCC(O)c1ccccc1, c1cc[nH+]cc1. Product: CC(=O)NCCCC(=O)c1ccccc1. Reaction SMILES: [CH2:27]([Cl:28])[Cl:29].[O:1]=[Cr:2]([Cl:3])([O-:4])=[O:5].[OH:12][CH:13]([CH2:14][CH2:15][CH2:16][NH:17][C:18]([CH3:19])=[O:20])[c:21]1[cH:22][cH:23][cH:24][cH:25][cH:26]1.[nH+:6]1[cH:7][cH:8][cH:9][cH:10][cH:11]1>>[O:12]=[C:13]([CH2:14][CH2:15][CH2:16][NH:17][C:18]([CH3:19])=[O:20])[c:21]1[cH:22][cH:23][cH:24][cH:25][cH:26]1. Starting materials: O=C(Br)C12C=CCC1CCC2, O=c1c2ccc([N+](=O)[O-])cc2nc2[nH]c3ccccc3n12. Product: O=C(n1c2ccccc2n2c(=O)c3ccc([N+](=O)[O-])cc3nc12)C12C=CCC1CCC2. Reaction SMILES: [C:22]12([C:30](=[O:31])[Br:32])[CH:23]=[CH:24][CH2:25][CH:26]1[CH2:27][CH2:28][CH2:29]2.[N+:1](=[O:2])([O-:3])[c:4]1[cH:5][cH:6][c:7]2[c:8](=[O:21])[n:9]3[c:10]([n:11][c:12]2[cH:13]1)[nH:14][c:15]1[c:16]3[cH:17][cH:18][cH:19][cH:20]1>>[N+:1](=[O:2])([O-:3])[c:4]1[cH:5][cH:6][c:7]2[c:8](=[O:21])[n:9]3[c:10]([n:11][c:12]2[cH:13]1)[n:14]([C:30]([C:22]12[CH:23]=[CH:24][CH2:25][CH:26]1[CH2:27][CH2:28][CH2:29]2)=[O:31])[c:15]1[c:16]3[cH:17][cH:18][cH:19][cH:20]1. Starting materials: CCI, Cc1ccc(S(=O)(=O)Nc2ccc(F)cc2[N+](=O)[O-])cc1, [H-], [Na+], CN(C)C=O, O. The product is CCN(c1ccc(F)cc1[N+](=O)[O-])S(=O)(=O)c1ccc(C)cc1. Reaction SMILES: [CH2:24]([CH3:25])[I:26].[F:3][c:4]1[cH:5][c:6]([N+:21](=[O:22])[O-:23])[c:7]([NH:8][S:9](=[O:10])(=[O:11])[c:12]2[cH:13][cH:14][c:15]([CH3:18])[cH:16][cH:17]2)[cH:19][cH:20]1.[H-:1].[Na+:2].[O:28]=[CH:29][N:30]([CH3:31])[CH3:32].[OH2:27]>>[F:3][c:4]1[cH:5][c:6]([N+:21](=[O:22])[O-:23])[c:7]([N:8]([S:9](=[O:10])(=[O:11])[c:12]2[cH:13][cH:14][c:15]([CH3:18])[cH:16][cH:17]2)[CH2:24][CH3:25])[cH:19][cH:20]1. As a reaction SMILES: Br[CH2:2][C:3]1[CH:8]=[CH:7][C:6]([CH2:9][CH2:10][N:11]2[CH:16]=[CH:15][C:14]([O:17][CH2:18][C:19]3[O:20][CH:21]=[CH:22][CH:23]=3)=[CH:13][C:12]2=[O:24])=[CH:5][CH:4]=1.[NH:25]1[CH2:29][CH2:28][CH2:27][CH2:26]1.O.C(#N)C>CN(C=O)C>[O:20]1[CH:21]=[CH:22][CH:23]=[C:19]1[CH2:18][O:17][C:14]1[CH:15]=[CH:16][N:11]([CH2:10][CH2:9][C:6]2[CH:7]=[CH:8][C:3]([CH2:2][N:25]3[CH2:29][CH2:28][CH2:27][CH2:26]3)=[CH:4][CH:5]=2)[C:12](=[O:24])[CH:13]=1. Product: O1C(=CC=C1)COC1=CC(N(C=C1)CCC1=CC=C(C=C1)CN1CCCC1)=O (4-(Furan-2-ylmethoxy)-1-[2-(4-pyrrolidin-1-ylmethyl-phenyl)-ethyl]-1H-pyridin-2-one). Reported procedure: To 50 mg (0.13 mmol) 1-[2-(4-bromomethyl-phenyl)-ethyl]-4-(furan-2-ylmethoxy)-1H-pyridin-2-one in 1.5 mL DMF is added 42 μL (0.52 mmol) pyrrolidine at RT. The reaction mixture is stirred for 2 h at RT and is directly added to a reverse HPLC for purification (Zorbax stable bond, C18; water (0.15% formic acid)/acetonitrile 95:5 to 10:90). Solvent: CN(C)C=O (DMF). The reactants are BrCC1=CC=C(C=C1)CCN1C(C=C(C=C1)OCC=1OC=CC1)=O (1-[2-(4-bromomethyl-phenyl)-ethyl]-4-(furan-2-ylmethoxy)-1H-pyridin-2-one), N1CCCC1 (pyrrolidine), O (water), C(C)#N (acetonitrile). Conditions: time 2 hour. Reaction conditions: time 3 hour. Starting materials: NC1=C(C=CC(=C1)SC1=CSC=C1)[N+](=O)[O-] (2-amino-4-(3-thienylthio)-1-nitrobenzene), O (water), Cl (hydrochloric acid). Procedure: 1.6 G. of 2-amino-4-(3-thienylthio)-1-nitrobenzene is treated with 1.6 g. of iron powder in a refluxing mixture of 1.6 ml. of water, 0.16 ml. of conc. hydrochloric acid and 100 ml. of toluene. After 3 hours when the reaction is complete, the iron residue is filtered off and the filtrate stripped under vacuum to afford 1,2-diamino-4-(3-thienylthio)-benzene. Yields the product NC1=C(C=C(C=C1)SC1=CSC=C1)N (1,2-diamino-4-(3-thienylthio)-benzene). RXN SMILES: [NH2:1][C:2]1[CH:7]=[C:6]([S:8][C:9]2[CH:13]=[CH:12][S:11][CH:10]=2)[CH:5]=[CH:4][C:3]=1[N+:14]([O-])=O.O.Cl>[Fe].C1(C)C=CC=CC=1>[NH2:14][C:3]1[CH:4]=[CH:5][C:6]([S:8][C:9]2[CH:13]=[CH:12][S:11][CH:10]=2)=[CH:7][C:2]=1[NH2:1]. Reagents/catalysts: [Fe] (iron). Run in C1(=CC=CC=C1)C (toluene). Starting materials: ClC1=NC=C(C(=N1)NC1=C(C(=O)NC)C=CC=C1)Cl (2-(2,5-dichloro-pyrimidin-4-ylamino)-N-methyl-benzamide), NC1=CC=C(C2=C1NC(CCC2)=O)OC (9-amino-6-methoxy-1,3,4,5-tetrahydro-benzo[b]azepin-2-one). The product is ClC=1C(=NC(=NC1)NC1=CC=C(C2=C1NC(CCC2)=O)OC)NC2=C(C(=O)NC)C=CC=C2 (2-[5-chloro-2-(6-methoxy-2-oxo-2,3,4,5-tetrahydro-1H-benzo[b]azepin-9-ylamino)-pyrimidin-4-ylamino]-N-methyl-benzamide). Reaction SMILES: Cl[C:2]1[N:7]=[C:6]([NH:8][C:9]2[CH:18]=[CH:17][CH:16]=[CH:15][C:10]=2[C:11]([NH:13][CH3:14])=[O:12])[C:5]([Cl:19])=[CH:4][N:3]=1.[NH2:20][C:21]1[C:26]2[NH:27][C:28](=[O:32])[CH2:29][CH2:30][CH2:31][C:25]=2[C:24]([O:33][CH3:34])=[CH:23][CH:22]=1>>[Cl:19][C:5]1[C:6]([NH:8][C:9]2[CH:18]=[CH:17][CH:16]=[CH:15][C:10]=2[C:11]([NH:13][CH3:14])=[O:12])=[N:7][C:2]([NH:20][C:21]2[C:26]3[NH:27][C:28](=[O:32])[CH2:29][CH2:30][CH2:31][C:25]=3[C:24]([O:33][CH3:34])=[CH:23][CH:22]=2)=[N:3][CH:4]=1. Procedure: Analogous to the procedure described in Example 1, the reaction of 2-(2,5-dichloro-pyrimidin-4-ylamino)-N-methyl-benzamide and 9-amino-6-methoxy-1,3,4,5-tetrahydro-benzo[b]azepin-2-one gave 2-[5-chloro-2-(6-methoxy-2-oxo-2,3,4,5-tetrahydro-1H-benzo[b]azepin-9-ylamino)-pyrimidin-4-ylamino]-N-methyl-benzamide, upon purification by flash chromatography (Dichloromethane: MeOH 97:3) followed by PLC (hexane:EtOAc 1:1), as solid (6%): 1H NMR (400 MHz, CD3OD) δ8.3 (br s, 1H), 7.60 (dd, J=7.70 Hz, 1.44 H... Reactants: ice, C(CC)N (1-propylamine), C(C)(=O)OC1=CC=C(C=C1)CC(=O)Cl (4-acetoxyphenylacetyl chloride). Solvent: O (water), C(C)OCC (diethyl ether). Product: C(CC)NC(CC1=CC=C(C=C1)OC(C)=O)=O (N-(1-propyl)-4-acetoxyphenylacetamide). Reaction SMILES: [CH2:1]([NH2:4])[CH2:2][CH3:3].[C:5]([O:8][C:9]1[CH:14]=[CH:13][C:12]([CH2:15][C:16](Cl)=[O:17])=[CH:11][CH:10]=1)(=[O:7])[CH3:6]>O.C(OCC)C>[CH2:1]([NH:4][C:16](=[O:17])[CH2:15][C:12]1[CH:11]=[CH:10][C:9]([O:8][C:5](=[O:7])[CH3:6])=[CH:14][CH:13]=1)[CH2:2][CH3:3]. Reported procedure: To an ice-cold solution of 1-propylamine (9 g) in water (50 ml) was added solution of 4-acetoxyphenylacetyl chloride (10.6 g) in diethyl ether (100 ml), keeping the temperature of the mixture between 15° and 250° C. with external cooling. The ether layer was separated, washed with brine and evaporated to give N-(1-propyl)-4-acetoxyphenylacetamide as a pale yellow oil, essentially pure by TLC, which was used without further purification or characterisation.